From a dataset of the Open Reaction Database (ORD), a public repository of structured organic reaction records. describe an organic reaction: reactants, conditions, products, and yield Reactants: Cl.CN(CCCN=C=NCC)C (N-(3-dimethylaminopropyl)-N′-ethylcarbodiimide hydrochloride), ON1N=NC2=C1C=CC=C2 (N-hydroxybenzotriazole), C(C1=CC=CC=C1)OC1=C(C(=C(C(=O)NN)C=C1)CC)C (4-benzyloxy-2-ethyl-3-methylbenzohydrazide), FC=1C=C(C=C(C1F)OC)CC(=O)O (2-(3,4-difluoro-5-methoxyphenyl)acetic acid). Solvent: CN(C=O)C (N,N-dimethylformamide), O (water). Reaction conditions: time 8 hour. The product is FC=1C=C(C=C(C1F)OC)CC(=O)NNC(C1=C(C(=C(C=C1)OCC1=CC=CC=C1)C)CC)=O (N′-[2-(3,4-Difluoro-5-methoxyphenyl)acetyl]-4-benzyloxy-2-ethyl-3-methylbenzohydrazide). Isolated yield 40.7%. Reaction SMILES: [F:1][C:2]1[CH:3]=[C:4]([CH2:11][C:12]([OH:14])=O)[CH:5]=[C:6]([O:9][CH3:10])[C:7]=1[F:8].Cl.CN(C)CCCN=C=NCC.ON1C2C=CC=CC=2N=N1.[CH2:37]([O:44][C:45]1[CH:54]=[CH:53][C:48]([C:49]([NH:51][NH2:52])=[O:50])=[C:47]([CH2:55][CH3:56])[C:46]=1[CH3:57])[C:38]1[CH:43]=[CH:42][CH:41]=[CH:40][CH:39]=1>CN(C)C=O.O>[F:1][C:2]1[CH:3]=[C:4]([CH2:11][C:12]([NH:52][NH:51][C:49](=[O:50])[C:48]2[CH:53]=[CH:54][C:45]([O:44][CH2:37][C:38]3[CH:39]=[CH:40][CH:41]=[CH:42][CH:43]=3)=[C:46]([CH3:57])[C:47]=2[CH2:55][CH3:56])=[O:14])[CH:5]=[C:6]([O:9][CH3:10])[C:7]=1[F:8] |f:1.2|. Procedure details: 340 mg of 2-(3,4-difluoro-5-methoxyphenyl)acetic acid (B2) are dissolved in 7.0 ml of N,N-dimethylformamide under a dry argon atmosphere. 484.3 mg of N-(3-dimethylaminopropyl)-N′-ethylcarbodiimide hydrochloride, 130.2 mg of N-hydroxybenzotriazole and 526.0 mg of 4-benzyloxy-2-ethyl-3-methylbenzohydrazide (B1) are subsequently added. The reaction solution is stirred at room temperature for 18 h overnight. When the reaction is complete (TLC check), 100 ml of water are added, and the mixture is sti... Starting materials: CN(C1=NC(=NC(=C1CC(=O)OC)N1CCOCC1)CC1=CC=C(C=C1)NC(=O)C1=CC2=CC=CC=C2C=C1)C (methyl {4-(dimethylamino)-6-morpholin-4-yl-2-[4-(2-naphthoylamino)benzyl]pyrimidin-5-yl}acetate), [OH-].[Na+] (NaOH). The solvent is CO (MeOH). Reaction conditions: temperature 60 celsius. Yields the product CN(C1=NC(=NC(=C1CC(=O)O)N1CCOCC1)CC1=CC=C(C=C1)NC(=O)C1=CC2=CC=CC=C2C=C1)C ({4-(dimethylamino)-6-morpholin-4-yl-2-[4-(2-naphthoylamino)benzyl]pyrimidin-5-yl}acetic acid). The yield is 62.4%. RXN SMILES: [CH3:1][N:2]([CH3:40])[C:3]1[C:8]([CH2:9][C:10]([O:12]C)=[O:11])=[C:7]([N:14]2[CH2:19][CH2:18][O:17][CH2:16][CH2:15]2)[N:6]=[C:5]([CH2:20][C:21]2[CH:26]=[CH:25][C:24]([NH:27][C:28]([C:30]3[CH:39]=[CH:38][C:37]4[C:32](=[CH:33][CH:34]=[CH:35][CH:36]=4)[CH:31]=3)=[O:29])=[CH:23][CH:22]=2)[N:4]=1.[OH-].[Na+]>CO>[CH3:40][N:2]([CH3:1])[C:3]1[C:8]([CH2:9][C:10]([OH:12])=[O:11])=[C:7]([N:14]2[CH2:19][CH2:18][O:17][CH2:16][CH2:15]2)[N:6]=[C:5]([CH2:20][C:21]2[CH:22]=[CH:23][C:24]([NH:27][C:28]([C:30]3[CH:39]=[CH:38][C:37]4[C:32](=[CH:33][CH:34]=[CH:35][CH:36]=4)[CH:31]=3)=[O:29])=[CH:25][CH:26]=2)[N:4]=1 |f:1.2|. Reported procedure: A solution of methyl {4-(dimethylamino)-6-morpholin-4-yl-2-[4-(2-naphthoylamino)benzyl]pyrimidin-5-yl}acetate (0.096 g, 0.18 mmol) in MeOH (2 mL) at room temperature was treated with 1N NaOH (1 mL) and the resulting mixture was heated at 60° C. for 5 hours. After cooling to room temperature, the volatiles were removed under reduced pressure and the remaining aqueous layer was washed with Et2O and acidified with 1N HCl. The separated solids were collected by suction, rinsed with water, and dried ... Reactants: C[C@@H]1N[C@@H](CNC1)C (cis-2,6-dimethylpiperazine), C1(=CC=CC=C1)S(=O)(=O)C=1C(=NN2C1N=C(C=C2Cl)C)SC (3-benzenesulphonyl-7-chloro-5-methyl-2-methylsulphanyl-pyrazolo[1,5-a]pyrimidine). Solvent: CN(C)C=O (DMF). Conditions: time 2 hour. Yields the product C1(=CC=CC=C1)S(=O)(=O)C=1C(=NN2C1N=C(C=C2N2C[C@H](N[C@H](C2)C)C)C)SC ((3R,5S)-3-benzenesulphonyl-7-(3,5-dimethyl-piperazin-1-yl)-5-methyl-2-methylsulphanyl-pyrazolo[1,5-a]pyrimidine). The yield is 67.2%. RXN SMILES: [CH3:1][C@H:2]1[CH2:7][NH:6][CH2:5][C@@H:4]([CH3:8])[NH:3]1.[C:9]1([S:15]([C:18]2[C:19]([S:29][CH3:30])=[N:20][N:21]3[C:26](Cl)=[CH:25][C:24]([CH3:28])=[N:23][C:22]=23)(=[O:17])=[O:16])[CH:14]=[CH:13][CH:12]=[CH:11][CH:10]=1>CN(C=O)C>[C:9]1([S:15]([C:18]2[C:19]([S:29][CH3:30])=[N:20][N:21]3[C:26]([N:6]4[CH2:5][C@H:4]([CH3:8])[NH:3][C@H:2]([CH3:1])[CH2:7]4)=[CH:25][C:24]([CH3:28])=[N:23][C:22]=23)(=[O:17])=[O:16])[CH:10]=[CH:11][CH:12]=[CH:13][CH:14]=1. Procedure details: 0.28 g (2 mmol) of cis-2,6-dimethylpiperazine was added to a solution of 0.35 g (1 mmol) of 3-benzenesulphonyl-7-chloro-5-methyl-2-methylsulphanyl-pyrazolo[1,5-a]pyrimidine in 5 ml of DMF and stirred at 60° for 2 hrs. The reaction solution was cooled to RT and evaporated in a high vacuum. The residue was partitioned between 2N NaOH and CH2Cl2. The aqueous phase was extracted three times with CH2Cl2,and the combined organic phases were dried (MgSO4), filtered and evaporated. Subsequent chromatogr... Starting materials: CC12OC(C(C(C1=O)=NO)CC2)(C)C (1,3,3-trimethyl-2-oxabicyclo[2,2,2]octan-5,6-dione-5-oxime), NN (hydrazine). Solvent: C(C)O (ethanol). Product: CC12OC(C(C(C1=NN)=NO)CC2)(C)C (1,3,3-trimethyl-2-oxabicyclo [2,2,2]octan-5,6-dione-5-oxime-6-hydrazone). RXN SMILES: [CH3:1][C:2]12[CH2:12][CH2:11][CH:5]([C:6](=[N:9][OH:10])[C:7]1=O)[C:4]([CH3:14])([CH3:13])[O:3]2.[NH2:15][NH2:16]>C(O)C>[CH3:1][C:2]12[CH2:12][CH2:11][CH:5]([C:6](=[N:9][OH:10])[C:7]1=[N:15][NH2:16])[C:4]([CH3:14])([CH3:13])[O:3]2. Procedure: A mixture of 1.97 g. (0.01 mole) 1,3,3-trimethyl-2-oxabicyclo[2,2,2]octan-5,6-dione-5-oxime and 0.35 ml. (0.011 mole) anhydrous hydrazine (98%) in 25 ml. absolute ethanol is refluxed under nitrogen at a bath temperature of 80° C. for 1 hour. After evaporation of the solvent, the residue is recrystallized from ether to give 1,3,3-trimethyl-2-oxabicyclo [2,2,2]octan-5,6-dione-5-oxime-6-hydrazone; mp. 138° to 142° C. Reactants: C([O-])([O-])=O.[Na+].[Na+] (sodium carbonate), CC1(OB(OC1(C)C)C=1C=C2CCCOC2=CC1)C (6-(4,4,5,5-tetramethyl-1,3,2-dioxaborolan-2-yl)chroman), BrC=1C(=C(SC1C)C)C(C(=O)OCC)=O (ethyl (4-bromo-2,5-dimethyl-thiophen-3-yl)-oxo-acetate). Reagents/catalysts: C1(=CC=CC=C1)P(C1=CC=CC=C1)C1=CC=CC=C1.C1(=CC=CC=C1)P(C1=CC=CC=C1)C1=CC=CC=C1.C1(=CC=CC=C1)P(C1=CC=CC=C1)C1=CC=CC=C1.C1(=CC=CC=C1)P(C1=CC=CC=C1)C1=CC=CC=C1.[Pd] (palladium tetrakis(triphenylphosphine)). Solvent: O (water), CN(C=O)C (N,N-dimethylformamide). Conditions: temperature 110 celsius. Product: O1CCCC2=C1C=CC(=C2)C=2C(=C(SC2C)C)C(C(=O)OCC)=O (ethyl 2-[4-(3,4-dihydro-2H-1-benzopyran-6-yl)-2,5-dimethyl thiophen-3-yl]-2-oxoacetate). The yield is 37.7%. As a reaction SMILES: C(=O)([O-])[O-].[Na+].[Na+].CC1(C)C(C)(C)OB([C:15]2[CH:16]=[C:17]3[C:22](=[CH:23][CH:24]=2)[O:21][CH2:20][CH2:19][CH2:18]3)O1.Br[C:27]1[C:28]([C:34](=[O:40])[C:35]([O:37][CH2:38][CH3:39])=[O:36])=[C:29]([CH3:33])[S:30][C:31]=1[CH3:32]>O.CN(C)C=O.C1(P(C2C=CC=CC=2)C2C=CC=CC=2)C=CC=CC=1.C1(P(C2C=CC=CC=2)C2C=CC=CC=2)C=CC=CC=1.C1(P(C2C=CC=CC=2)C2C=CC=CC=2)C=CC=CC=1.C1(P(C2C=CC=CC=2)C2C=CC=CC=2)C=CC=CC=1.[Pd]>[O:21]1[C:22]2[CH:23]=[CH:24][C:15]([C:27]3[C:28]([C:34](=[O:40])[C:35]([O:37][CH2:38][CH3:39])=[O:36])=[C:29]([CH3:33])[S:30][C:31]=3[CH3:32])=[CH:16][C:17]=2[CH2:18][CH2:19][CH2:20]1 |f:0.1.2,7.8.9.10.11|. Procedure: Under a nitrogen atmosphere, sodium carbonate (78 mg, 0.7 mmol), palladium tetrakis(triphenylphosphine) (81 mg, 0.07 mmol) and 6-(4,4,5,5-tetramethyl-1,3,2-dioxaborolan-2-yl)chroman (182 mg, 0.7 mmol) were added to a solution of ethyl (4-bromo-2,5-dimethyl-thiophen-3-yl)-oxo-acetate (17c) (200 mg, 0.69 mmol) in a mixture of water (3.5 mL) and N,N-dimethylformamide (11 mL). The mixture was heated at 110° C. for 1 hour. The mixture was then cooled at room temperature, concentrated in vacuo and wat... The reactants are ClC=1C(=C(NC2=NC=NC3=CC(=C(C=C23)O[C@@H]2C[C@H](N(C2)C(=O)OC(C)(C)C)C(=O)N2CCOCC2)OC)C=CC1)F (4-(3-chloro-2-fluoroanilino)-7-methoxy-6-[(2S,4R)-1-(tert-butoxycarbonyl)-2-(morpholinocarbonyl)pyrrolidin-4-yloxy]quinazoline), C=O (paraformaldehyde). Run in C(=O)O (formic acid). Product: ClC=1C(=C(NC2=NC=NC3=CC(=C(C=C23)O[C@@H]2CC(N(C2)C)C(=O)N2CCOCC2)OC)C=CC1)F (4-(3-Chloro-2-fluoroanilino)-7-methoxy-6-[(2RS,4R)-1-methyl-2-(morpholinocarbonyl)pyrrolidin-4-yloxy]quinazoline). The yield is 22.6%. Reaction SMILES: [Cl:1][C:2]1[C:3]([F:42])=[C:4]([CH:39]=[CH:40][CH:41]=1)[NH:5][C:6]1[C:15]2[C:10](=[CH:11][C:12]([O:37][CH3:38])=[C:13]([O:16][C@H:17]3[CH2:21][N:20]([C:22](OC(C)(C)C)=O)[C@H:19]([C:29]([N:31]4[CH2:36][CH2:35][O:34][CH2:33][CH2:32]4)=[O:30])[CH2:18]3)[CH:14]=2)[N:9]=[CH:8][N:7]=1.C=O>C(O)=O>[Cl:1][C:2]1[C:3]([F:42])=[C:4]([CH:39]=[CH:40][CH:41]=1)[NH:5][C:6]1[C:15]2[C:10](=[CH:11][C:12]([O:37][CH3:38])=[C:13]([O:16][C@H:17]3[CH2:21][N:20]([CH3:22])[CH:19]([C:29]([N:31]4[CH2:36][CH2:35][O:34][CH2:33][CH2:32]4)=[O:30])[CH2:18]3)[CH:14]=2)[N:9]=[CH:8][N:7]=1. Procedure: A solution of 4-(3-chloro-2-fluoroanilino)-7-methoxy-6-[(2S,4R)-1-(tert-butoxycarbonyl)-2-(morpholinocarbonyl)pyrrolidin-4-yloxy]quinazoline (0.3 g), formic acid (3.0 ml) and paraformaldehyde (0.047 mg) was stirred at 80° C. for 8 hours. The reaction was cooled, reduced under vacuum and adsorbed onto silica. The product was eluted with increasingly polar mixtures of methylene chloride/methanol (100/0 to 90/10). The fractions containing the desired product were combined and evaporated under vacuu... Reactants: ice water, C(C=C)(=O)OCCO (hydroxyethyl acrylate), N1=CC=CC=C1 (pyridine), ClCCS(=O)(=O)CCC(=O)Cl (3-(2-chloroethylsulfonyl)propionyl chloride), ice water. Solvent: O1CCCC1 (tetrahydrofuran), O1CCCC1 (tetrahydrofuran). Conditions: time 2 hour. Product: C(C=C)(=O)OCCOC(CCS(=O)(=O)CCCl)=O (2-[3-(2-chloroethylsulfonyl)propionyloxy]ethyl acrylate). The yield is 88.0%. Reaction SMILES: [C:1]([O:5][CH2:6][CH2:7][OH:8])(=[O:4])[CH:2]=[CH2:3].[Cl:9][CH2:10][CH2:11][S:12]([CH2:15][CH2:16][C:17](Cl)=[O:18])(=[O:14])=[O:13].N1C=CC=CC=1>O1CCCC1>[C:1]([O:5][CH2:6][CH2:7][O:8][C:17](=[O:18])[CH2:16][CH2:15][S:12]([CH2:11][CH2:10][Cl:9])(=[O:14])=[O:13])(=[O:4])[CH:2]=[CH2:3]. Procedure details: Into a mixture of 600 ml. of tetrahydrofuran, 45.8 g. of hydroxyethyl acrylate, and 72 g. of 3-(2-chloroethylsulfonyl)propionyl chloride placed in a reaction vessel chilled with ice-water to maintain the temperature below 5° C., a solution of 31.2 g. of pyridine in 100 ml. of tetrahydrofuran was poured dropwise for 1.75 hours. The resulting mixture was stirred at room temperature for 2 hours, and poured into 2.5 l. of ice-water. The aqueous mixture was then extracted with 4 portions of 300 ml. o... The reactants are FC1=CC=C(C=C1)OC(N(C)[C@H]1CNC[C@@H]1C1=CC(=C(C=C1)Cl)Cl)=O (rac-[(3R,4S)-4-(3,4-Dichloro-phenyl)-pyrrolidin-3-yl]-methyl-carbamic acid 4-fluoro-phenyl ester), N1(CCOCC1)C(=O)Cl (morpholin-4-carbonyl chloride). Product: FC1=CC=C(C=C1)OC(N(C)[C@H]1CN(C[C@@H]1C1=CC(=C(C=C1)Cl)Cl)C(=O)N1CCOCC1)=O (rac-[(3R,4S)-4-(3,4-dichloro-phenyl)-1-(morpholine-4-carbonyl)-pyrrolidin-3-yl]-methyl-carbamic acid 4-fluoro-phenyl ester). RXN SMILES: [F:1][C:2]1[CH:7]=[CH:6][C:5]([O:8][C:9](=[O:25])[N:10]([C@@H:12]2[C@@H:16]([C:17]3[CH:22]=[CH:21][C:20]([Cl:23])=[C:19]([Cl:24])[CH:18]=3)[CH2:15][NH:14][CH2:13]2)[CH3:11])=[CH:4][CH:3]=1.[N:26]1([C:32](Cl)=[O:33])[CH2:31][CH2:30][O:29][CH2:28][CH2:27]1>>[F:1][C:2]1[CH:7]=[CH:6][C:5]([O:8][C:9](=[O:25])[N:10]([C@@H:12]2[C@@H:16]([C:17]3[CH:22]=[CH:21][C:20]([Cl:23])=[C:19]([Cl:24])[CH:18]=3)[CH2:15][N:14]([C:32]([N:26]3[CH2:31][CH2:30][O:29][CH2:28][CH2:27]3)=[O:33])[CH2:13]2)[CH3:11])=[CH:4][CH:3]=1. Reported procedure: In analogy to the procedure described for the synthesis of example 2 (step b), the title compound rac-[(3R,4S)-4-(3,4-dichloro-phenyl)-1-(morpholine-4-carbonyl)-pyrrolidin-3-yl]-methyl-carbamic acid 4-fluoro-phenyl ester was prepared from rac-[(3R,4S)-4-(3,4-Dichloro-phenyl)-pyrrolidin-3-yl]-methyl-carbamic acid 4-fluoro-phenyl ester instead of rac-{4-[(3S,4R)-3-(3,4-dichloro-phenyl)-4-methylamino-pyrrolidine-1-carbonyl]-piperidin-1-yl}-(1-methyl-cyclopropyl)-methanone using morpholin-4-carbonyl...